From a dataset of the Open Reaction Database (ORD), a public repository of structured organic reaction records. describe an organic reaction: reactants, conditions, products, and yield The reactants are C(C1=CC=CC=C1)OC1=NC2=CC=CC=C2C(=C1[N+](=O)[O-])Cl (benzyloxy-4-chloro-3-nitroquinoline), C(C1=CC=CC=C1)OC1=NC2=CC=CN=C2C(=C1[N+](=O)[O-])Cl (benzyloxy-4-chloro-3-nitro[1,5]naphthyridine), Formula XXXIX, NO (amino alcohol), Formula XVI. Yields the product C(C1=CC=CC=C1)OC1=NC2=CC=CC=C2C(=C1[N+](=O)[O-])N (benzyloxy-3-nitroquinolin-4-amine), C(C1=CC=CC=C1)OC1=NC2=CC=CN=C2C(=C1[N+](=O)[O-])N (benzyloxy-3-nitro[1,5]naphthyridin-4-amine). RXN SMILES: [CH2:1]([O:8][C:9]1[C:18]([N+:19]([O-:21])=[O:20])=[C:17](Cl)[C:16]2[C:11](=[CH:12][CH:13]=[CH:14][CH:15]=2)[N:10]=1)[C:2]1[CH:7]=[CH:6][CH:5]=[CH:4][CH:3]=1.[CH2:23]([O:30][C:31]1[C:40]([N+:41]([O-:43])=[O:42])=[C:39](Cl)[C:38]2[C:33](=[CH:34][CH:35]=[CH:36][N:37]=2)[N:32]=1)[C:24]1[CH:29]=[CH:28][CH:27]=[CH:26][CH:25]=1.NO>>[CH2:1]([O:8][C:9]1[C:18]([N+:19]([O-:21])=[O:20])=[C:17]([NH2:32])[C:16]2[C:11](=[CH:12][CH:13]=[CH:14][CH:15]=2)[N:10]=1)[C:2]1[CH:7]=[CH:6][CH:5]=[CH:4][CH:3]=1.[CH2:23]([O:30][C:31]1[C:40]([N+:41]([O-:43])=[O:42])=[C:39]([NH2:10])[C:38]2[C:33](=[CH:34][CH:35]=[CH:36][N:37]=2)[N:32]=1)[C:24]1[CH:29]=[CH:28][CH:27]=[CH:26][CH:25]=1. Procedure: In step (5) of Reaction Scheme IV, a benzyloxy-4-chloro-3-nitroquinoline or benzyloxy-4-chloro-3-nitro[1,5]naphthyridine of Formula XXXIX is treated with an amino alcohol of Formula XVI to provide a benzyloxy-3-nitroquinolin-4-amine or benzyloxy-3-nitro[1,5]naphthyridin-4-amine of Formula XL. The reaction is conveniently carried out according to the methods described in step (1) of Reaction Scheme I. Reactants: BrC1=CC=C(C=C1)CCN(C(OC(C)(C)C)=O)C[C@H](OC1OCCCC1)C1=CC=CC=C1 (tert-butyl [2-(4-bromophenyl)ethyl]-[(2R)-2-phenyl-2-(tetrahydro-2H-pyran-2-yloxy)ethyl]-carbamate), C1(CCCCC1)OC=1C=C(C=CC1C(=O)OC)B(O)O ([3-(cyclohexyloxy)-4-(methoxycarbonyl)phenyl]boronic acid), C([O-])([O-])=O.[Na+].[Na+] (sodium carbonate). Reagents/catalysts: C=1C=CC(=CC1)[P](C=2C=CC=CC2)(C=3C=CC=CC3)[Pd]([P](C=4C=CC=CC4)(C=5C=CC=CC5)C=6C=CC=CC6)([P](C=7C=CC=CC7)(C=8C=CC=CC8)C=9C=CC=CC9)[P](C=1C=CC=CC1)(C=1C=CC=CC1)C=1C=CC=CC1 (tetrakis(triphenylphosphine)palladium). Run in COCCOC (1,2-dimethoxyethane), C(C)(=O)OCC (ethyl acetate), O (water). Reaction conditions: temperature 75 celsius, time 5 hour. The product is C(C)(C)(C)OC(=O)N(CCC1=CC=C(C=C1)C1=CC(=C(C=C1)C(=O)OC)OC1CCCCC1)C[C@H](OC1OCCCC1)C1=CC=CC=C1 (methyl 4′-[2-[(tert-butoxycarbonyl)[(2R)-2-phenyl-2-(tetrahydro-2H-pyran-2-yloxy)ethyl]amino]ethyl]-3-(cyclohexyloxy)-4-biphenylcarboxylate). Isolated yield 83.1%. RXN SMILES: Br[C:2]1[CH:7]=[CH:6][C:5]([CH2:8][CH2:9][N:10]([CH2:18][C@@H:19]([C:27]2[CH:32]=[CH:31][CH:30]=[CH:29][CH:28]=2)[O:20][CH:21]2[CH2:26][CH2:25][CH2:24][CH2:23][O:22]2)[C:11](=[O:17])[O:12][C:13]([CH3:16])([CH3:15])[CH3:14])=[CH:4][CH:3]=1.[CH:33]1([O:39][C:40]2[CH:41]=[C:42](B(O)O)[CH:43]=[CH:44][C:45]=2[C:46]([O:48][CH3:49])=[O:47])[CH2:38][CH2:37][CH2:36][CH2:35][CH2:34]1.C(=O)([O-])[O-].[Na+].[Na+]>COCCOC.C(OCC)(=O)C.O.C1C=CC([P]([Pd]([P](C2C=CC=CC=2)(C2C=CC=CC=2)C2C=CC=CC=2)([P](C2C=CC=CC=2)(C2C=CC=CC=2)C2C=CC=CC=2)[P](C2C=CC=CC=2)(C2C=CC=CC=2)C2C=CC=CC=2)(C2C=CC=CC=2)C2C=CC=CC=2)=CC=1>[C:13]([O:12][C:11]([N:10]([CH2:18][C@@H:19]([C:27]1[CH:32]=[CH:31][CH:30]=[CH:29][CH:28]=1)[O:20][CH:21]1[CH2:26][CH2:25][CH2:24][CH2:23][O:22]1)[CH2:9][CH2:8][C:5]1[CH:6]=[CH:7][C:2]([C:42]2[CH:43]=[CH:44][C:45]([C:46]([O:48][CH3:49])=[O:47])=[C:40]([O:39][CH:33]3[CH2:38][CH2:37][CH2:36][CH2:35][CH2:34]3)[CH:41]=2)=[CH:3][CH:4]=1)=[O:17])([CH3:16])([CH3:15])[CH3:14] |f:2.3.4,^1:75,77,96,115|. Procedure: To a solution of tert-butyl [2-(4-bromophenyl)ethyl]-[(2R)-2-phenyl-2-(tetrahydro-2H-pyran-2-yloxy)ethyl]-carbamate (620 mg) in 1,2-dimethoxyethane (7 ml) were added [3-(cyclohexyloxy)-4-(methoxycarbonyl)phenyl]boronic acid (410 mg), tetrakis(triphenylphosphine)palladium (99 mg) and aqueous solution of sodium carbonate (2M, 1.35 ml), and the mixture was stirred at 75° C. for 5 hours under nitrogen. The mixture was diluted with ethyl acetate and water. The organic layer was separated, washed with... The reactants are CCC[Mg+], C1CCOC1, COc1ccc(CN2CCCC(C(=O)N(C)OC)C2)cc1, [Cl-]. Product: CCCC(=O)C1CCCN(Cc2ccc(OC)cc2)C1. As a reaction SMILES: [CH2:23]([CH2:24][CH3:25])[Mg+:26].[CH2:27]1[O:28][CH2:29][CH2:30][CH2:31]1.[CH3:1][O:2][N:3]([C:4](=[O:5])[CH:6]1[CH2:7][N:8]([CH2:12][c:13]2[cH:14][cH:15][c:16]([O:19][CH3:20])[cH:17][cH:18]2)[CH2:9][CH2:10][CH2:11]1)[CH3:21].[Cl-:22]>>[C:4](=[O:5])([CH:6]1[CH2:7][N:8]([CH2:12][c:13]2[cH:14][cH:15][c:16]([O:19][CH3:20])[cH:17][cH:18]2)[CH2:9][CH2:10][CH2:11]1)[CH2:23][CH2:24][CH3:25]. Starting materials: lower alkyl halide, IC (iodomethane), COC=1C=C(CCNCC(O)C=2SC(=CC2)C)C=CC1OC (α-{[(3,4-dimethoxyphenethyl)amino]methyl}-5-methyl-2-thiophenemethanol). The solvent is C1=CC=CC=C1 (benzene). Product: COC=1C=C(CCN(C)CC(O)C=2SC(=CC2)C)C=CC1OC (α-{[N-(3,4-dimethoxyphenethyl)-N-methylamino]methyl}-5-methyl-2-thiophenemethanol). As a reaction SMILES: [CH3:1][O:2][C:3]1[CH:4]=[C:5]([CH:18]=[CH:19][C:20]=1[O:21][CH3:22])[CH2:6][CH2:7][NH:8][CH2:9][CH:10]([C:12]1[S:13][C:14]([CH3:17])=[CH:15][CH:16]=1)[OH:11].I[CH3:24]>C1C=CC=CC=1>[CH3:1][O:2][C:3]1[CH:4]=[C:5]([CH:18]=[CH:19][C:20]=1[O:21][CH3:22])[CH2:6][CH2:7][N:8]([CH2:9][CH:10]([C:12]1[S:13][C:14]([CH3:17])=[CH:15][CH:16]=1)[OH:11])[CH3:24]. Reported procedure: A solution of α-{[(3,4-dimethoxyphenethyl)amino]methyl}-5-methyl-2-thiophenemethanol (2.29 g, 0.007 mole), described in Example 16, and the lower alkyl halide, iodomethane (9.94 g, 0.07 mole), in 70 ml benzene is stirred at 25° C for 3 days. The mixture is concentrated under reduced pressure. The residual oil is taken up in methanol and made alkaline with 10% NaOH. The mixture is extracted with chloroform. The extract is washed with water, dried (K2CO3) and concentrated to give a yellow oil, whi... The reactants are NC(=O)C1=C(C=C(C(=O)OCC2=CC=CC=C2)C=C1)NC1CCCCC1 (benzyl 4-(aminocarbonyl)-3-(cyclohexylamino)benzoate), [H][H] (hydrogen). The reagents and catalysts are [Pd] (palladium on carbon). Solvent: CO (methanol). Yields the product NC(=O)C1=C(C=C(C(=O)O)C=C1)NC1CCCCC1 (4-(aminocarbonyl)-3-(cyclohexylamino)benzoic acid). Yield: 74.2%. As a reaction SMILES: [NH2:1][C:2]([C:4]1[CH:19]=[CH:18][C:7]([C:8]([O:10]CC2C=CC=CC=2)=[O:9])=[CH:6][C:5]=1[NH:20][CH:21]1[CH2:26][CH2:25][CH2:24][CH2:23][CH2:22]1)=[O:3].[H][H]>CO.[Pd]>[NH2:1][C:2]([C:4]1[CH:19]=[CH:18][C:7]([C:8]([OH:10])=[O:9])=[CH:6][C:5]=1[NH:20][CH:21]1[CH2:26][CH2:25][CH2:24][CH2:23][CH2:22]1)=[O:3]. Reported procedure: To a solution of benzyl 4-(aminocarbonyl)-3-(cyclohexylamino)benzoate (45 mg, 0.128 mmol) in methanol (2 mL) was added palladium on carbon (10W %, Degussa type, 45 mg). The mixture was vigorously stirred under 1 atm of hydrogen for 50 minutes. The catalyst was removed by filtration through celite, and the filtrate was concentrated to provide 4-(aminocarbonyl)-3-(cyclohexylamino)benzoic acid (25 mg, 0.095 mmol, 74% yield) as a yellow powder. 1H NMR (400 MHz, CD3OD): 7.59 (d, 1H), 7.35 (s, 1H), 7....